describe an organic reaction: reactants, conditions, products, and yield From a dataset of the Open Reaction Database (ORD), a public repository of structured organic reaction records. The reactants are O=C1N(CC1)CC(=O)OCC (ethyl α-(2-oxo-1-azetidinyl)acetate), O.N (ammonia water), C(Cl)(Cl)Cl (chloroform), CCOCC (ether). The solvent is CO (methanol). Run at time 18 hour. Product: O=C1N(CC1)CC(=O)N (α-(2-oxo-1-azetidinyl)acetamide). Reaction SMILES: [O:1]=[C:2]1[CH2:5][CH2:4][N:3]1[CH2:6][C:7]([O:9]CC)=O.O.[NH3:13].C(Cl)(Cl)Cl.CCOCC>CO>[O:1]=[C:2]1[CH2:5][CH2:4][N:3]1[CH2:6][C:7]([NH2:13])=[O:9] |f:1.2|. Reported procedure: In 0.8 ml of methanol was dissolved 843 mg of compound (19) and 0.4 ml of conc. ammonia water was added to the solution under ice cooling followed by stirring at room temperature for 18 hours. The reaction mixture was concentrated under reduced pressure. The residue was purified by column chromatography (30 g of silica gel, chloroform-methanol=10:1) to obtain 550 mg of a roughly purified product. The product was treated with a solvent mixture of 3 ml of chloroform and 3 ml of ether to crystalliz... Starting materials: CC(=O)O (AcOH), N1CCCCC1 (Piperidine), COC1=CC=C(C=N1)C=O (6-methoxy-3-pyridine carboxaldehyde), C(=O)(O)CC(=O)NC1=C(C(=O)O)C=CC=C1 (2-[(carboxyacetyl)amino]benzoic acid). Solvent: C1(=CC=CC=C1)C (toluene). Procedure: Piperidine (220 μL, 2.2 mmol) was added to a suspension of 6-methoxy-3-pyridine carboxaldehyde (0.30 g, 2.2 mmol) and 2-[(carboxyacetyl)amino]benzoic acid (0.44 g, 2.1 mmol) in toluene (5 mL) and treated according to Procedure 2, acidifying with 20% AcOH. The crude product was recrystallised from EtOH providing (E)-2-[[3-(6-methoxypyridin-3-yl)-1-oxo-2-propenyl]amino]benzoic acid (0.33 g, 56%) as a colourless crystalline solid; mp 209-211° C.; δH (400 MHz, DMSO-d6) 3.85 (s, 3H, OCH3), 6.82 (d, J... RXN SMILES: N1CCCCC1.[CH3:7][O:8][C:9]1[N:14]=[CH:13][C:12]([CH:15]=O)=[CH:11][CH:10]=1.C([CH2:20][C:21]([NH:23][C:24]1[CH:32]=[CH:31][CH:30]=[CH:29][C:25]=1[C:26]([OH:28])=[O:27])=[O:22])(O)=O.CC(O)=O>C1(C)C=CC=CC=1>[CH3:7][O:8][C:9]1[N:14]=[CH:13][C:12](/[CH:15]=[CH:20]/[C:21]([NH:23][C:24]2[CH:32]=[CH:31][CH:30]=[CH:29][C:25]=2[C:26]([OH:28])=[O:27])=[O:22])=[CH:11][CH:10]=1. Yields the product COC1=CC=C(C=N1)/C=C/C(=O)NC1=C(C(=O)O)C=CC=C1 ((E)-2-[[3-(6-methoxypyridin-3-yl)-1-oxo-2-propenyl]amino]benzoic acid). Yield: 52.7%.